From a dataset of the Open Reaction Database (ORD), a public repository of structured organic reaction records. describe an organic reaction: reactants, conditions, products, and yield The reactants are N1(CCNCC1)C(=O)OC(C)(C)C (tert-butyl piperazine-1-carboxylate), C12C(CC3=CC=CC=C13)O2 (indene oxide). Solvent: C(C)#N (acetonitrile). Reaction conditions: temperature 60 celsius. Yields the product O[C@H]1[C@@H](C2=CC=CC=C2C1)N1CCN(CC1)C(=O)OC(C)(C)C (tert-butyl trans-4-(2-hydroxy-2,3-dihydro-1H-inden-1-yl)piperazine-1-carboxylate). As a reaction SMILES: [N:1]1([C:7]([O:9][C:10]([CH3:13])([CH3:12])[CH3:11])=[O:8])[CH2:6][CH2:5][NH:4][CH2:3][CH2:2]1.[CH:14]12[O:23][CH:15]1[CH2:16][C:17]1[C:22]2=[CH:21][CH:20]=[CH:19][CH:18]=1>C(#N)C>[OH:23][C@@H:15]1[CH2:16][C:17]2[C:22](=[CH:21][CH:20]=[CH:19][CH:18]=2)[C@H:14]1[N:4]1[CH2:5][CH2:6][N:1]([C:7]([O:9][C:10]([CH3:13])([CH3:12])[CH3:11])=[O:8])[CH2:2][CH2:3]1. Reported procedure: 11.6 g of tert-butyl piperazine-1-carboxylate (62 mmol) and 8.2 g of indene oxide (62 mmol) are dissolved in 30 ml of acetonitrile. The reaction mixture is then heated at 60° C. overnight and evaporated to dryness. The residue obtained is purified by flash chromatography on 1 kg of silica (eluant: dichloromethane/ethanol 95/5) to yield tert-butyl trans-4-(2-hydroxy-2,3-dihydro-1H-inden-1-yl)piperazine-1-carboxylate in the form of a white meringue. The reactants are CC1=C2C(=NC=C1[N+](=O)[O-])N(C=C2)S(=O)(=O)C2=CC=CC=C2 (4-methyl-5-nitro-1-(phenylsulfonyl)-1H-pyrrolo[2,3-b]pyridine), [H][H] (hydrogen). The reagents and catalysts are [Pd] (palladium on carbon). Solvent: C1CCOC1 (THF), CCO (EtOH). Product: CC1=C2C(=NC=C1N)N(C=C2)S(=O)(=O)C2=CC=CC=C2 (4-methyl-1-(phenylsulfonyl)-1H-pyrrolo[2,3-b]pyridin-5-amine). The yield is 99.8%. As a reaction SMILES: [CH3:1][C:2]1[C:7]([N+:8]([O-])=O)=[CH:6][N:5]=[C:4]2[N:11]([S:14]([C:17]3[CH:22]=[CH:21][CH:20]=[CH:19][CH:18]=3)(=[O:16])=[O:15])[CH:12]=[CH:13][C:3]=12.[H][H]>C1COCC1.CCO.[Pd]>[CH3:1][C:2]1[C:7]([NH2:8])=[CH:6][N:5]=[C:4]2[N:11]([S:14]([C:17]3[CH:18]=[CH:19][CH:20]=[CH:21][CH:22]=3)(=[O:16])=[O:15])[CH:12]=[CH:13][C:3]=12. Reported procedure: To a mixture of 4-methyl-5-nitro-1-(phenylsulfonyl)-1H-pyrrolo[2,3-b]pyridine, (410 mg, 1.29 mmol) in THF (15 mL) and EtOH (10 mL) was added 10% palladium on carbon (10 wt % of Pd/C; 45 mg) under argon. The mixture was hydrogenated using a hydrogen balloon at room temperature for 16 hours. The reaction mixture was flushed with nitrogen and filtered through a plug of Celite® and concentrated in vacuo. The crude material was purified by flash column chromatography on silica gel using hexane:EtOAc ... The reactants are BrC=1C(=NC=C(C1)Cl)N (3-bromo-5-chloro-2-pyridinamine), C(C=C)(=O)OC(C)(C)C (t-butyl acrylate), C1(=C(C=CC=C1)P(C1=C(C=CC=C1)C)C1=C(C=CC=C1)C)C (tri-o-tolylphosphine). The reagents and catalysts are C(C)(=O)[O-].[Pd+2].C(C)(=O)[O-] (palladium acetate). Solvent: C(C)N(CC)CC (triethylamine). Reaction conditions: temperature 150 celsius. The product is NC1=NC=C(C=C1/C=C/C(=O)OC(C)(C)C)Cl (t-Butyl (E)-3-(2-amino-5-chloro-3-pyridinyl)-2-propenoate). The yield is 44.9%. Reaction SMILES: Br[C:2]1[C:3]([NH2:9])=[N:4][CH:5]=[C:6]([Cl:8])[CH:7]=1.[C:10]([O:14][C:15]([CH3:18])([CH3:17])[CH3:16])(=[O:13])[CH:11]=[CH2:12].C1(C)C=CC=CC=1P(C1C=CC=CC=1C)C1C=CC=CC=1C>C(N(CC)CC)C.C([O-])(=O)C.[Pd+2].C([O-])(=O)C>[NH2:9][C:3]1[C:2](/[CH:12]=[CH:11]/[C:10]([O:14][C:15]([CH3:18])([CH3:17])[CH3:16])=[O:13])=[CH:7][C:6]([Cl:8])=[CH:5][N:4]=1 |f:4.5.6|. Procedure: A mixture of 3-bromo-5-chloro-2-pyridinamine (C. W. Murtiashaw, R. Breitenbach, S. W. Goldstein, S. L. Pezzullo, J. Quallich, R. Sarges, J. Org. Chem., 1992, 57, 1930) (8.56 g, 41.4 mmol), t-butyl acrylate (12 ml, 82 mmol), tri-o-tolylphosphine (2.92 g. 9.6 mmol) and palladium acetate (540 mg, 2.4 mmol) in triethylamine (130 ml) was heated in a sealed bomb to 150° C. for 10 hours. The reaction mixture was filtered, the residue washed with EtOAc and the combined filtrates evaporated to a dark bro... Reactants: COC1=CC=C2CC(COC2=C1)=O (7-Methoxy-chroman-3-one), C(CC)N (propylamine), solution, C(C)(=O)O (Acetic acid), C(C)(=O)O[BH-](OC(C)=O)OC(C)=O.[Na+] (sodium trisacetoxyborohydride), [OH-].[Na+] (NaOH). Solvent: ClCCl (dichloromethane), ClCCl (dichloromethane), O (water). Conditions: time 1 hour. The product is COC1=CC=C2CC(COC2=C1)NCCC ((7-Methoxy-chroman-3-yl)-propyl-amine). The yield is 92.0%. As a reaction SMILES: [CH3:1][O:2][C:3]1[CH:12]=[C:11]2[C:6]([CH2:7][C:8](=O)[CH2:9][O:10]2)=[CH:5][CH:4]=1.[CH2:14]([NH2:17])[CH2:15][CH3:16].C(O)(=O)C.C(O[BH-](OC(=O)C)OC(=O)C)(=O)C.[Na+].[OH-].[Na+]>ClCCl.O>[CH3:1][O:2][C:3]1[CH:12]=[C:11]2[C:6]([CH2:7][CH:8]([NH:17][CH2:14][CH2:15][CH3:16])[CH2:9][O:10]2)=[CH:5][CH:4]=1 |f:3.4,5.6|. Reported procedure: 7-Methoxy-chroman-3-one (1.47 g, 8.25 mmol) and propylamine (748 μl, 9.07 mmol) were dissolved in dichloromethane (20 ml). Acetic acid (710 μl, 12.37 mmol) and sodium trisacetoxyborohydride (3.5 g, 16.51 mmol) were sequentially added to the reaction mixture and the mixture was stirred for 1 hour at room temperature. To the reaction mixture was added dichloromethane and water. The aqueous phase was made alkaline with a 1 molar solution of NaOH. The aqueous phase was separated and extracted (3 tim... The reactants are Cl (hydrogen chloride), C(C)(C)(C)OC(N[C@@H](CN1CCOCC1)C)=O ((R)-(1-methyl-2-morpholin-4-yl-ethyl)-carbamic acid tert-butyl ester). Run in O1CCOCC1 (dioxane), ClCCl (dichloromethane). Conditions: time 2 hour. Product: Cl.C[C@H](CN1CCOCC1)N ((R)-1-Methyl-2-morpholin-4-yl-ethylaminehydrochloride). Isolated yield 86.0%. Reaction SMILES: [ClH:1].C(OC(=O)[NH:8][C@H:9]([CH3:17])[CH2:10][N:11]1[CH2:16][CH2:15][O:14][CH2:13][CH2:12]1)(C)(C)C>O1CCOCC1.ClCCl>[ClH:1].[CH3:17][C@@H:9]([NH2:8])[CH2:10][N:11]1[CH2:16][CH2:15][O:14][CH2:13][CH2:12]1 |f:4.5|. Reported procedure: Add 1.6 M hydrogen chloride in dioxane (120 mL) to a solution of (R)-(1-methyl-2-morpholin-4-yl-ethyl)-carbamic acid tert-butyl ester (0.05 mol, 12 g) in dry dichloromethane (75 mL) at 0° C. Warm the reaction mixture to room temperature and stir for 2 h. Filter the precipitate and dry under vacuum to obtain the title compound (9.2 g, 86%) as a white solid. 1H NMR (400 MHz, DMSO-d6) δ 1.29 (d, 3H), 3.10 (br s, 2H), 3.38 (br s, 4H), 3.79 (br s, 5H). Reactants: C(C1=CC=CC=C1)OC(=O)NC=1C(N(C(=CC1)C1=CC(=CC=C1)OC(C)(C)C)CC(=O)NC(C(C(F)(F)F)=O)C(C)C)=O (2-[3-benzyloxycarbonylamino-6-(3-tert-butoxyphenyl)-2-oxo-1,2-dihydro-1-pyridyl]-N-(3,3,3-trifluoro-1-isopropyl-2-oxopropyl)acetamide), FC(C(=O)O)(F)F (trifluoroacetic acid), FC(C(=O)O)(F)F (trifluoroacetic acid). Run in ClCCl (dichloromethane), ClCCl (dichloromethane). Reaction conditions: time 5 hour. Yields the product C(C1=CC=CC=C1)OC(=O)NC=1C(N(C(=CC1)C1=CC(=CC=C1)O)CC(=O)NC(C(C(F)(F)F)=O)C(C)C)=O (2-[3-Benzyloxycarbonylamino-6-(3-hydroxyphenyl)-2-oxo-1,2-dihydro-1-pyridyl]-N-(3,3,3-trifluoro-1-isopropyl-2-oxopropyl)acetamide). The yield is 84.8%. RXN SMILES: [CH2:1]([O:8][C:9]([NH:11][C:12]1[C:13](=[O:43])[N:14]([CH2:29][C:30]([NH:32][CH:33]([CH:40]([CH3:42])[CH3:41])[C:34](=[O:39])[C:35]([F:38])([F:37])[F:36])=[O:31])[C:15]([C:18]2[CH:23]=[CH:22][CH:21]=[C:20]([O:24]C(C)(C)C)[CH:19]=2)=[CH:16][CH:17]=1)=[O:10])[C:2]1[CH:7]=[CH:6][CH:5]=[CH:4][CH:3]=1.FC(F)(F)C(O)=O>ClCCl>[CH2:1]([O:8][C:9]([NH:11][C:12]1[C:13](=[O:43])[N:14]([CH2:29][C:30]([NH:32][CH:33]([CH:40]([CH3:41])[CH3:42])[C:34](=[O:39])[C:35]([F:38])([F:36])[F:37])=[O:31])[C:15]([C:18]2[CH:23]=[CH:22][CH:21]=[C:20]([OH:24])[CH:19]=2)=[CH:16][CH:17]=1)=[O:10])[C:2]1[CH:7]=[CH:6][CH:5]=[CH:4][CH:3]=1. Reported procedure: To a solution of 2-[3-benzyloxycarbonylamino-6-(3-tert-butoxyphenyl)-2-oxo-1,2-dihydro-1-pyridyl]-N-(3,3,3-trifluoro-1-isopropyl-2-oxopropyl)acetamide (78 mg) in dry dichloromethane (3 mL) was added trifluoroacetic acid (57 mg). After 5 h the reaction was incomplete, and additional trifluoroacetic acid (57 mg) was added. After 18 h the reaction mixture was diluted with dichloromethane (50 mL), washed with water and brine, dried, and evaporated to a crude oil which was purified by chromatography,... Reactants: CC1=C(C=CC(=C1)C)C1C(CC(CC1=O)(C)C)=O (2-(2',4'-dimethylphenyl)-5,5-dimethyl-1,3-cyclohexanedione), C([O-])([O-])=O.[K+].[K+] (potassium carbonate), IC (iodomethane). The solvent is CC(=O)C (acetone). Product: COC1=C(C(CCC1)=O)C1=C(C=C(C=C1)C)C (3-Methoxy-2(2',4'-dimethylphenyl)-2-cyclohexenone). Yield: 80.7%. Reaction SMILES: [CH3:1][C:2]1[CH:7]=[C:6]([CH3:8])[CH:5]=[CH:4][C:3]=1[CH:9]1[C:14](=[O:15])[CH2:13][C:12](C)(C)[CH2:11][C:10]1=[O:18].[C:19](=O)([O-])[O-].[K+].[K+].IC>CC(C)=O>[CH3:19][O:18][C:10]1[CH2:11][CH2:12][CH2:13][C:14](=[O:15])[C:9]=1[C:3]1[CH:4]=[CH:5][C:6]([CH3:8])=[CH:7][C:2]=1[CH3:1] |f:1.2.3|. Procedure: A solution of 10.00 g (0.0409 mol) of 2-(2',4'-dimethylphenyl)-5,5-dimethyl-1,3-cyclohexanedione, 21.42 g (0.155 mol) of anhydrous potassium carbonate, 17.59 g (0.124 mol) iodomethane, and 500 ml of anhydrous acetone was refluxed overnight. The reaction mixture was then cooled to room temperature, filtered, and the acetone removed. The residual solid was taken up in 250 ml of CH2Cl2, washed with water, 0.25 N NaOH, 1 N HCl, and water again. The solution was dried (MgSO4) and the solvent removed.... Reactants: COc1cc(N[Si](C)(C)C)nc(OC)c1, CC#N, S=C(Cl)Oc1ccccc1. The product is COc1cc(N=C=S)nc(OC)c1. RXN SMILES: [CH3:1][O:2][c:3]1[cH:4][c:5]([NH:11][Si:12]([CH3:13])([CH3:14])[CH3:15])[n:6][c:7]([O:9][CH3:10])[cH:8]1.[CH3:26][C:27]#[N:28].[c:16]1([O:17][C:23]([Cl:18])=[S:24])[cH:19][cH:20][cH:21][cH:22][cH:25]1>>[CH3:1][O:2][c:3]1[cH:4][c:5]([N:11]=[C:23]=[S:24])[n:6][c:7]([O:9][CH3:10])[cH:8]1. RXN SMILES: [Cl:1][C:2]1[CH:3]=[N:4][C:5]2[N:6]([N:8]=[C:9]([C:11]([OH:13])=O)[CH:10]=2)[CH:7]=1.[S:14]1[C:22]2[CH2:21][CH2:20][NH:19][CH2:18][C:17]=2[CH:16]=[CH:15]1>>[Cl:1][C:2]1[CH:3]=[N:4][C:5]2[N:6]([N:8]=[C:9]([C:11]([N:19]3[CH2:20][CH2:21][C:22]4[S:14][CH:15]=[CH:16][C:17]=4[CH2:18]3)=[O:13])[CH:10]=2)[CH:7]=1. Reactants: ClC=1C=NC=2N(C1)N=C(C2)C(=O)O (6-chloro-pyrazolo[1,5-a]pyrimidine-2-carboxylic acid), S1C=CC=2CNCCC21 (4,5,6,7-tetrahydro-thieno[3,2-c]pyridine). Product: ClC=1C=NC=2N(C1)N=C(C2)C(=O)N2CC1=C(CC2)SC=C1 ((6-Chloro-pyrazolo[1,5-a]pyrimidin-2-yl)-(6,7-dihydro-4H-thieno[3,2-c]pyridin-5-yl)-methanone). Procedure details: In close analogy to the procedure described in Example 1, 6-chloro-pyrazolo[1,5-a]pyrimidine-2-carboxylic acid is reacted with 4,5,6,7-tetrahydro-thieno[3,2-c]pyridine to provide the title compound in moderate yield.